This data is from the Open Reaction Database (ORD), a public repository of structured organic reaction records. The task is: describe an organic reaction: reactants, conditions, products, and yield The reactants are O=[N+]([O-])c1ccc(C=Cc2ccc([N+](=O)[O-])cc2S(=O)(=O)O)c(S(=O)(=O)O)c1, N. The product is Nc1ccc(C=Cc2ccc([N+](=O)[O-])cc2S(=O)(=O)O)c(S(=O)(=O)O)c1. RXN SMILES: [N+:1]([O-:2])(=[O:3])[c:4]1[cH:5][c:6]([S:25](=[O:26])(=[O:27])[OH:28])[c:7]([CH:10]=[CH:11][c:12]2[c:13]([S:21](=[O:22])(=[O:23])[OH:24])[cH:14][c:15]([N+:18](=[O:19])[O-:20])[cH:16][cH:17]2)[cH:8][cH:9]1.[NH3:29]>>[NH2:1][c:4]1[cH:5][c:6]([S:25](=[O:26])(=[O:27])[OH:28])[c:7]([CH:10]=[CH:11][c:12]2[c:13]([S:21](=[O:22])(=[O:23])[OH:24])[cH:14][c:15]([N+:18](=[O:19])[O-:20])[cH:16][cH:17]2)[cH:8][cH:9]1. Starting materials: COC=1C=C(C=CC1OC)C1=CSC=2C(C3=CC=CN3C21)=O (3-(3,4-Dimethoxyphenyl)-8H-thieno[2,3-b]pyrrolizin-8-one), [Cl-].[Al+3].[Cl-].[Cl-] (aluminium chloride). Solvent: C(Cl)(Cl)Cl (chloroform). Run at time 30 minute. Yields the product OC=1C=C(C=CC1OC)C1=CSC=2C(C3=CC=CN3C21)=O (3-(3-Hydroxy-4-methoxyphenyl)-8H-thieno[2,3-b]pyrrolizin-8-one). As a reaction SMILES: C[O:2][C:3]1[CH:4]=[C:5]([C:11]2[C:21]3[N:20]4[C:16](=[CH:17][CH:18]=[CH:19]4)[C:15](=[O:22])[C:14]=3[S:13][CH:12]=2)[CH:6]=[CH:7][C:8]=1[O:9][CH3:10].[Cl-].[Al+3].[Cl-].[Cl-]>C(Cl)(Cl)Cl>[OH:2][C:3]1[CH:4]=[C:5]([C:11]2[C:21]3[N:20]4[C:16](=[CH:17][CH:18]=[CH:19]4)[C:15](=[O:22])[C:14]=3[S:13][CH:12]=2)[CH:6]=[CH:7][C:8]=1[O:9][CH3:10] |f:1.2.3.4|. Procedure: A solution of 0.6 mmol of the compound of Example 3 and an excess of aluminium chloride in chloroform is stirred at 50° C. for 30 minutes. After concentration under reduced pressure, the residue is stirred in water for 30 minutes to yield red crystals. After filtration, chromatography on silica gel (chloroform) allows the expected product to be isolated. The reactants are COc1cc(OC)c2c(c1)OCCCCC=CCCCCOC2=O, CC[S-], [Na+], CN(C)C=O, O. Reaction SMILES: [CH3:1][O:2][c:3]1[cH:4][c:5]([O:23][CH3:24])[cH:6][c:7]2[c:8]1[C:9](=[O:22])[O:10][CH2:11][CH2:12][CH2:13][CH2:14][CH:15]=[CH:16][CH2:17][CH2:18][CH2:19][CH2:20][O:21]2.[CH3:25][CH2:26][S-:27].[Na+:28].[O:30]=[CH:31][N:32]([CH3:33])[CH3:34].[OH2:29]>>[OH:2][c:3]1[cH:4][c:5]([O:23][CH3:24])[cH:6][c:7]2[c:8]1[C:9](=[O:22])[O:10][CH2:11][CH2:12][CH2:13][CH2:14][CH:15]=[CH:16][CH2:17][CH2:18][CH2:19][CH2:20][O:21]2. The product is COc1cc(O)c2c(c1)OCCCCC=CCCCCOC2=O. Starting materials: Cl, Nc1ccc2c(c1)C(=Cc1ccnc3ccccc13)C(=O)N2, N#CO[Na], O. The product is NC(=O)Nc1ccc2c(c1)C(=Cc1ccnc3ccccc13)C(=O)N2. RXN SMILES: [ClH:23].[NH2:1][c:2]1[cH:3][c:4]2[c:8]([cH:9][cH:10]1)[NH:7][C:6](=[O:11])[C:5]2=[CH:12][c:13]1[cH:14][cH:15][n:16][c:17]2[cH:18][cH:19][cH:20][cH:21][c:22]12.[Na:24][O:25][C:26]#[N:27].[OH2:28]>>[NH:1]([c:2]1[cH:3][c:4]2[c:8]([cH:9][cH:10]1)[NH:7][C:6](=[O:11])[C:5]2=[CH:12][c:13]1[cH:14][cH:15][n:16][c:17]2[cH:18][cH:19][cH:20][cH:21][c:22]12)[C:26](=[O:25])[NH2:27].